Dataset: the Open Reaction Database (ORD), a public repository of structured organic reaction records. Task: describe an organic reaction: reactants, conditions, products, and yield The reactants are substituted benzyl amines, C(=O)([O-])[O-].[Na+].[Na+] (Na2CO3), N1[C@H](CCCC1)C(=O)NC1(CC1)C1=CC=C(C(=O)OC)C=C1 ((R)-methyl 4-(1-(piperidine-2-carboxamido)cyclopropyl)benzoate), CC=1C=C(CBr)C=CC1 (3-methyl benzyl bromide). Product: CC=1C=C(CN2[C@H](CCCC2)C(=O)NC2(CC2)C2=CC=C(C(=O)OC)C=C2)C=CC1 ((R)-methyl 4-(1-(1-(3-methylbenzyl)piperidine-2-carboxamido)cyclopropyl)benzoate). The yield is 96.9%. RXN SMILES: [NH:1]1[CH2:6][CH2:5][CH2:4][CH2:3][C@@H:2]1[C:7]([NH:9][C:10]1([C:13]2[CH:22]=[CH:21][C:16]([C:17]([O:19][CH3:20])=[O:18])=[CH:15][CH:14]=2)[CH2:12][CH2:11]1)=[O:8].[CH3:23][C:24]1[CH:25]=[C:26]([CH:29]=[CH:30][CH:31]=1)[CH2:27]Br.C([O-])([O-])=O.[Na+].[Na+]>>[CH3:23][C:24]1[CH:25]=[C:26]([CH:29]=[CH:30][CH:31]=1)[CH2:27][N:1]1[CH2:6][CH2:5][CH2:4][CH2:3][C@@H:2]1[C:7]([NH:9][C:10]1([C:13]2[CH:14]=[CH:15][C:16]([C:17]([O:19][CH3:20])=[O:18])=[CH:21][CH:22]=2)[CH2:12][CH2:11]1)=[O:8] |f:2.3.4|. Procedure: The title compound (D27) (63 mg) was prepared according to the general procedure for substituted benzyl amines preparation starting from (R)-methyl 4-(1-(piperidine-2-carboxamido)cyclopropyl)benzoate (D13) (50 mg, 0.16 mmol) and 3-methyl benzyl bromide (0.033 ml, 0.25 mmol). (Na2CO3: 2.5 eq; reaction time: 6 hrs; 60° C.) Reactants: NC1=NC=C(C(=N1)N)CC=1C=C(C(=C(C1)C=CC(=O)N1C(C2=CC=CC=C2C=N1)CCC=C1C(N(CC1)OCC[Si](C)(C)C)=O)OC)OC ([3-(2-{3-[5-(2,4-diamino-pyrimidin-5-ylmethyl)-2,3-dimethoxy-phenyl]-acryloyl}-1,2-dihydrophthalazin-1-yl]-propylidene]-1-(2-trimethylsilanyl-ethoxy)-pyrrolidin-2-one). Run in FC(C(=O)O)(F)F (trifluoroacetic acid). Reaction conditions: temperature 0 celsius. Yields the product NC1=NC=C(C(=N1)N)CC=1C=C(C(=C(C1)C=CC(=O)N1C(C2=CC=CC=C2C=N1)CCC=C1C(N(CC1)O)=O)OC)OC (3-[3-(2-{3-[5-(2,4-diamino-pyrimidin-5-ylmethyl)-2,3-dimethoxyphenyl]-acryloyl}-1,2-dihydrophthalazin-1-yl]-propylidene]-1-hydroxy-pyrrolidin-2-one). The yield is 62.3%. Reaction SMILES: [NH2:1][C:2]1[N:7]=[C:6]([NH2:8])[C:5]([CH2:9][C:10]2[CH:11]=[C:12]([O:48][CH3:49])[C:13]([O:46][CH3:47])=[C:14]([CH:16]=[CH:17][C:18]([N:20]3[N:29]=[CH:28][C:27]4[C:22](=[CH:23][CH:24]=[CH:25][CH:26]=4)[CH:21]3[CH2:30][CH2:31][CH:32]=[C:33]3[CH2:37][CH2:36][N:35]([O:38]CC[Si](C)(C)C)[C:34]3=[O:45])=[O:19])[CH:15]=2)=[CH:4][N:3]=1>FC(F)(F)C(O)=O>[NH2:1][C:2]1[N:7]=[C:6]([NH2:8])[C:5]([CH2:9][C:10]2[CH:11]=[C:12]([O:48][CH3:49])[C:13]([O:46][CH3:47])=[C:14]([CH:16]=[CH:17][C:18]([N:20]3[N:29]=[CH:28][C:27]4[C:22](=[CH:23][CH:24]=[CH:25][CH:26]=4)[CH:21]3[CH2:30][CH2:31][CH:32]=[C:33]3[CH2:37][CH2:36][N:35]([OH:38])[C:34]3=[O:45])=[O:19])[CH:15]=2)=[CH:4][N:3]=1. Procedure: ##STR22## A solution of 220 mg of [3-(2-{3-[5-(2,4-diamino-pyrimidin-5-ylmethyl)-2,3-dimethoxy-phenyl]-acryloyl}-1,2-dihydrophthalazin-1-yl]-propylidene]-1-(2-trimethylsilanyl-ethoxy)-pyrrolidin-2-one in 2 ml of trifluoroacetic acid is stirred for 20 hrs. and then concentrated. The residue is dissolved in 5 ml of methanol and treated with 57 mg of sodium bicarbonate in 2 ml of water. The reaction solution is concentrated, the residue is dissolved in 5 ml of water and cooled to 0° C. The crystals... Reactants: CCC1CCCCC1N, CC(C)CO, Cl, O=S(=O)(O)C1=NCCN1. Product: CCC1CCCCC1NC1=NCCN1. Reaction SMILES: [CH2:2]([CH3:3])[CH:4]1[CH:5]([NH2:10])[CH2:6][CH2:7][CH2:8][CH2:9]1.[CH3:20][CH:21]([CH2:22][OH:23])[CH3:24].[ClH:1].[NH:11]1[C:12]([S:16]([OH:17])(=[O:18])=[O:19])=[N:13][CH2:14][CH2:15]1>>[CH2:2]([CH3:3])[CH:4]1[CH:5]([NH:10][C:12]2=[N:11][CH2:15][CH2:14][NH:13]2)[CH2:6][CH2:7][CH2:8][CH2:9]1. Starting materials: C(C1=CC=CC=C1)N1CCC(CC1)=O (1-benzyl-piperidin-4-one), [NH4+].[Cl-] (NH4Cl), [Li+].CC(C)[N-]C(C)C (LDA), C(C)OC(C(C)C)=O (isobutyric acid ethyl ester). The solvent is O1CCCC1 (tetrahydrofuran), O1CCCC1 (tetrahydrofuran). Conditions: temperature -50 celsius, time 1 hour. Yields the product C(C)OC(C(C)(C)C1(CCN(CC1)CC1=CC=CC=C1)O)=O (2-(1-benzyl-4-hydroxy-piperidin-4-yl)-2-methyl-propionic acid ethyl ester). The yield is 89.1%. As a reaction SMILES: [Li+].CC([N-]C(C)C)C.[CH2:9]([O:11][C:12](=[O:16])[CH:13]([CH3:15])[CH3:14])[CH3:10].[CH2:17]([N:24]1[CH2:29][CH2:28][C:27](=[O:30])[CH2:26][CH2:25]1)[C:18]1[CH:23]=[CH:22][CH:21]=[CH:20][CH:19]=1.[NH4+].[Cl-]>O1CCCC1>[CH2:9]([O:11][C:12](=[O:16])[C:13]([C:27]1([OH:30])[CH2:28][CH2:29][N:24]([CH2:17][C:18]2[CH:23]=[CH:22][CH:21]=[CH:20][CH:19]=2)[CH2:25][CH2:26]1)([CH3:15])[CH3:14])[CH3:10] |f:0.1,4.5|. Reported procedure: Step A To a tetrahydrofuran solution (Aldrich, 1.8 M) of LDA (60 mL, 109 mmol) at −50° C. was added isobutyric acid ethyl ester (Alfa) (12.2 mL, 91 mmol) dropwise. The reaction mixture was stirred −50° C. for 1 h, then a tetrahydrofuran solution (10 mL) of 1-benzyl-piperidin-4-one (12 mL, 68 mmol) was added dropwise. The reaction mixture was warmed up to room temperature and stirred for 18 h. Aqueous saturated NH4Cl was added to quench the reaction. The mixture was extracted with ethyl ether. Th... Reactants: [BH4-], COC(=O)CCCCC(=O)C=Cc1ccccc1OCc1ccc(C2CCCCC2)cc1, [Na+]. Yields the product COC(=O)CCCCC(O)C=Cc1ccccc1OCc1ccc(C2CCCCC2)cc1. As a reaction SMILES: [BH4-:33].[CH:1]1([c:7]2[cH:8][cH:9][c:10]([CH2:11][O:12][c:13]3[c:14]([CH:19]=[CH:20][C:21]([CH2:22][CH2:23][CH2:24][CH2:25][C:26](=[O:27])[O:28][CH3:29])=[O:30])[cH:15][cH:16][cH:17][cH:18]3)[cH:31][cH:32]2)[CH2:2][CH2:3][CH2:4][CH2:5][CH2:6]1.[Na+:34]>>[CH:1]1([c:7]2[cH:8][cH:9][c:10]([CH2:11][O:12][c:13]3[c:14]([CH:19]=[CH:20][CH:21]([CH2:22][CH2:23][CH2:24][CH2:25][C:26](=[O:27])[O:28][CH3:29])[OH:30])[cH:15][cH:16][cH:17][cH:18]3)[cH:31][cH:32]2)[CH2:2][CH2:3][CH2:4][CH2:5][CH2:6]1. Starting materials: 1.c. alpha-Amino-4-mercapto-2,3,5,6-tetrahydro-4H-pyran-4acetic acid, formula III, S1C=NC(C12CCOCC2)C(=O)OCC (ethyl 8-oxa-1-thia-3-azaspiro[4.5]-dec-2-ene-4-carboxylate), Cl (hydrochloric acid), C(C)OCC (diethyl ether). The product is Cl.NC(C(=O)O)C1(CCOCC1)S (alpha-amino-4-mercapto-2,3,5,6-tetrahydro-4 H-pyran-4-acetic acid hydrochloride). Isolated yield 80.5%. As a reaction SMILES: [S:1]1[C:5]2([CH2:10][CH2:9][O:8][CH2:7][CH2:6]2)[CH:4]([C:11]([O:13]CC)=[O:12])[N:3]=C1.C(OCC)C.[ClH:21]>>[ClH:21].[NH2:3][CH:4]([C:5]1([SH:1])[CH2:6][CH2:7][O:8][CH2:9][CH2:10]1)[C:11]([OH:13])=[O:12] |f:3.4|. Procedure: 53 g (0.25 mole) of ethyl alpha-formamido-2,3,5,6-tetrahydro-4H-pyran-Δ4,α -acetate and 14.5 g of phosphorous pentasulfide (P4S10) are suspended in 300 ml of anhydrous benzene. After boiling under reflux for 4 hours with stirring, the benzene solution is decanted off from insoluble material, treated with active carbon and filtered over "Hyflo-cel". After evaporating off the solvent, a brownish oil remains behind which distils at 130-135° C/0.5 mm Hg. In this way, there are obtained 30 g (yield 5...